From a dataset of the Open Reaction Database (ORD), a public repository of structured organic reaction records. describe an organic reaction: reactants, conditions, products, and yield Starting materials: Cl (HCl), C(C)(C)(C)OC(=O)N1[C@@H](CC[C@@H]1C)C=1NC(=CN1)C1=CC=C(C=C1)C=1C=C2C=CC(=NC2=CC1)C1=CN=C(N1)[C@H]1N([C@H](CC1)C)C(=O)OC(C)(C)C ((2S,5S)-tert-butyl 2-(5-(6-(4-(2-((2S,5S)-1-(tert-butoxycarbonyl)-5-methylpyrrolidin-2-yl)-1H-imidazol-5-yl)phenyl)quinolin-2-yl)-1H-imidazol-2-yl)-5-methylpyrrolidine-1-carboxylate). Run in O1CCOCC1 (dioxane), O1CCOCC1 (dioxane). Reaction conditions: time 3 day. Product: Cl (HCl), C[C@H]1CC[C@H](N1)C=1NC(=CN1)C1=NC2=CC=C(C=C2C=C1)C1=CC=C(C=C1)C1=CN=C(N1)[C@H]1N[C@H](CC1)C (2-(2-((2S,5S)-5-methylpyrrolidin-2-yl)-1H-imidazol-5-yl)-6-(4-(2-((2S,5S)-5-methylpyrrolidin-2-yl)-1H-imidazol-5-yl)phenyl)quinoline). Isolated yield 199.7%. RXN SMILES: [ClH:1].C(OC([N:9]1[C@@H:13]([CH3:14])[CH2:12][CH2:11][C@H:10]1[C:15]1[NH:16][C:17]([C:20]2[CH:25]=[CH:24][C:23]([C:26]3[CH:27]=[C:28]4[C:33](=[CH:34][CH:35]=3)[N:32]=[C:31]([C:36]3[NH:40][C:39]([C@@H:41]5[CH2:45][CH2:44][C@H:43]([CH3:46])[N:42]5C(OC(C)(C)C)=O)=[N:38][CH:37]=3)[CH:30]=[CH:29]4)=[CH:22][CH:21]=2)=[CH:18][N:19]=1)=O)(C)(C)C>O1CCOCC1>[ClH:1].[CH3:46][C@@H:43]1[NH:42][C@H:41]([C:39]2[NH:40][C:36]([C:31]3[CH:30]=[CH:29][C:28]4[C:33](=[CH:34][CH:35]=[C:26]([C:23]5[CH:22]=[CH:21][C:20]([C:17]6[NH:16][C:15]([C@@H:10]7[CH2:11][CH2:12][C@H:13]([CH3:14])[NH:9]7)=[N:19][CH:18]=6)=[CH:25][CH:24]=5)[CH:27]=4)[N:32]=3)=[CH:37][N:38]=2)[CH2:45][CH2:44]1. Reported procedure: 4M HCl (0.2 mL, 0.8 mmol) in dioxane was added to a solution of (2S,5S)-tert-butyl 2-(5-(6-(4-(2-((2S,5S)-1-(tert-butoxycarbonyl)-5-methylpyrrolidin-2-yl)-1H-imidazol-5-yl)phenyl)quinolin-2-yl)-1H-imidazol-2-yl)-5-methylpyrrolidine-1-carboxylate (12.7 mg, 0.018 mmol) in dioxane (1 mL) and the mixture was stirred at rt for 3 d. The reaction mixture was concentrated to yield a crude HCl salt of 2-(2-((2S,5S)-5-methylpyrrolidin-2-yl)-1H-imidazol-5-yl)-6-(4-(2-((2S,5S)-5-methylpyrrolidin-2-yl)-1H-im... The reactants are nitro, C(C)(C)(C)C=1C=C(C(=O)OC2=CC(=C(C=C2)Cl)[N+](=O)[O-])C=C(C1O)C(C)(C)C (4-Chloro-3-nitrophenyl 3,5-di-t-butyl-4-hydroxybenzoate), O1CCCC1 (tetrahydrofuran), Cl (hydrochloric acid). The reagents and catalysts are [Fe] (Iron). Solvent: O (water). Yields the product C(C)(C)(C)C=1C=C(C(=O)OC2=CC(=C(C=C2)Cl)N)C=C(C1O)C(C)(C)C (3-Amino-4-chlorophenyl 3,5-di-t-butyl-4-hydroxybenzoate). RXN SMILES: Cl.[C:2]([C:6]1[CH:7]=[C:8]([CH:22]=[C:23]([C:26]([CH3:29])([CH3:28])[CH3:27])[C:24]=1[OH:25])[C:9]([O:11][C:12]1[CH:17]=[CH:16][C:15]([Cl:18])=[C:14]([N+:19]([O-])=O)[CH:13]=1)=[O:10])([CH3:5])([CH3:4])[CH3:3].O1CCCC1>[Fe].O>[C:2]([C:6]1[CH:7]=[C:8]([CH:22]=[C:23]([C:26]([CH3:29])([CH3:28])[CH3:27])[C:24]=1[OH:25])[C:9]([O:11][C:12]1[CH:17]=[CH:16][C:15]([Cl:18])=[C:14]([NH2:19])[CH:13]=1)=[O:10])([CH3:5])([CH3:4])[CH3:3]. Procedure details: Iron metal powder (50.2 g; 0.897 mole) and 10M-hydrochloric acid (92 ml; 0.92 mole) were added alternatively over 11/2 hr. to a mixture, of the nitro compound (60.6 g; 0.149 mole) from (a), tetrahydrofuran (520 ml) and water (52 ml), heated under reflux. Heating was continued for a further 31/2 hr. after which the mixture was filtered. The filtrate was evaporated to dryness and the residue partitioned between toluene (500 ml) and water (400 ml). The layers were separated and the toluene solution...